describe an organic reaction: reactants, conditions, products, and yield From a dataset of the Open Reaction Database (ORD), a public repository of structured organic reaction records. The solvent is CO (methanol). The reactants are C(C)(C)(C)OC(=O)N[C@@H](CC(=O)OC1CCCCC1)C(C1=C(C=C(C(=C1)F)F)F)O ((3S)-cyclohexyl 3-(tert-butoxycarbonylamino)-4-hydroxy-4-(2,4,5-trifluorophenyl)butyrate), C(C)O (ethanol), (3S)-3-(tert-butoxycarbonylamino)-4-hydroxy-4-(2,4,5-trifluorophenyl)n-butyl ester. Product: C(C)(C)(C)OC(=O)N[C@@H](CC(=O)OC1CCCCC1)CC1=C(C=C(C(=C1)F)F)F ((R)-cyclohexyl 3-(tert-butoxycarbonylamino)-4-(2,4,5-trifluorophenyl)butyrate). Yield: 79.0%. Reaction SMILES: [C:1]([O:5][C:6]([NH:8][C@H:9]([CH:20](O)[C:21]1[CH:26]=[C:25]([F:27])[C:24]([F:28])=[CH:23][C:22]=1[F:29])[CH2:10][C:11]([O:13][CH:14]1[CH2:19][CH2:18][CH2:17][CH2:16][CH2:15]1)=[O:12])=[O:7])([CH3:4])([CH3:3])[CH3:2].C(O)C>CO>[C:1]([O:5][C:6]([NH:8][C@H:9]([CH2:20][C:21]1[CH:26]=[C:25]([F:27])[C:24]([F:28])=[CH:23][C:22]=1[F:29])[CH2:10][C:11]([O:13][CH:14]1[CH2:19][CH2:18][CH2:17][CH2:16][CH2:15]1)=[O:12])=[O:7])([CH3:4])([CH3:2])[CH3:3]. Procedure details: In accordance with the method described in Example 6, except that 43.14 g (3S)-cyclohexyl 3-(tert-butoxycarbonylamino)-4-hydroxy-4-(2,4,5-trifluorophenyl)butyrate and an equal amount of anhydrous ethanol were used to replace (3S)-3-(tert-butoxycarbonylamino)-4-hydroxy-4-(2,4,5-trifluorophenyl)n-butyl ester and methanol respectively, 32.82 g (R)-cyclohexyl 3-(tert-butoxycarbonylamino)-4-(2,4,5-trifluorophenyl)butyrate (yield: 79%) was obtained using the same method. Starting materials: ClC1=NC=CC=C1CO (2-chloro-3-(hydroxymethyl)-pyridine), S(=O)(Cl)Cl (thionyl chloride). Solvent: C(Cl)Cl (DCM). Conditions: temperature 10 celsius. The product is ClC1=NC=CC=C1CCl (2-Chloro-3-(chloromethyl)pyridine). RXN SMILES: [Cl:1][C:2]1[C:7]([CH2:8]O)=[CH:6][CH:5]=[CH:4][N:3]=1.S(Cl)([Cl:12])=O>C(Cl)Cl>[Cl:1][C:2]1[C:7]([CH2:8][Cl:12])=[CH:6][CH:5]=[CH:4][N:3]=1. Reported procedure: To a 500 mL, round-bottom, 3-necked flask equipped with dropping funnel and magnetic stirrer and set for reflux was prepared a solution of 2-chloro-3-(hydroxymethyl)-pyridine (25.0 g, 174 mmol) in DCM (250 mL) under positive nitrogen atmosphere. The solution was cooled to 10° C. and thionyl chloride (31.0 g) was added dropwise over 25 minutes (exothermic). The reaction was then heated to reflux for 90 minutes, at which point the reaction was deemed complete by HPLC. The reaction mixture was cool... The reactants are C(#N)C=1C=CC2=C(C(=CC(O2)(C)C)C2=CC=C(C=N2)C(=O)O)C1 (6-(6-cyano-2,2-dimethyl-2H-1-benzopyran-4-yl)-3-pyridinecarboxylic acid). The reagents and catalysts are [Pd] (palladium-on-charcoal). The solvent is C(C)(=O)OCC (ethyl acetate). The product is C(#N)C=1C=CC2=C(C(CC(O2)(C)C)C2=CC=C(C=N2)C(=O)O)C1 (6-(6-cyano-3,4-dihydro-2,2-dimethyl-2H-1-benzopyran-4-yl)-3-pyridinecarboxylic acid). Isolated yield 48.3%. As a reaction SMILES: [C:1]([C:3]1[CH:4]=[CH:5][C:6]2[O:11][C:10]([CH3:13])([CH3:12])[CH:9]=[C:8]([C:14]3[N:19]=[CH:18][C:17]([C:20]([OH:22])=[O:21])=[CH:16][CH:15]=3)[C:7]=2[CH:23]=1)#[N:2]>C(OCC)(=O)C.[Pd]>[C:1]([C:3]1[CH:4]=[CH:5][C:6]2[O:11][C:10]([CH3:13])([CH3:12])[CH2:9][CH:8]([C:14]3[N:19]=[CH:18][C:17]([C:20]([OH:22])=[O:21])=[CH:16][CH:15]=3)[C:7]=2[CH:23]=1)#[N:2]. Procedure details: 1.4 g of 6-(6-cyano-2,2-dimethyl-2H-1-benzopyran-4-yl)-3-pyridinecarboxylic acid were dissolved in 200 ml of ethyl acetate and shaken under a hydrogen atmosphere overnight with 103 mg of 10% palladium-on-charcoal. The mixture was filtered and the filtrate was evaporated. There were obtained 680 mg of 6-(6-cyano-3,4-dihydro-2,2-dimethyl-2H-1-benzopyran-4-yl)-3-pyridinecarboxylic acid which was used without further purification.